This data is from the Open Reaction Database (ORD), a public repository of structured organic reaction records. The task is: describe an organic reaction: reactants, conditions, products, and yield Starting materials: ClC1=CC(=NC(=N1)N[C@@H](C)C1=CC=C(C=C1)F)NC1=NC=CN=C1 ((S)-6-chloro-N2-[1-(4-fluorophenyl)ethyl]-N4-(pyrazin-2-yl)pyrimidine-2,4-diamine), P(=O)([O-])([O-])[O-].[K+].[K+].[K+] (tripotassium phosphate), C1(CCCCC1)P(C1=C(C=CC=C1)C1=C(C=C(C=C1C(C)C)C(C)C)C(C)C)C1CCCCC1 (2-dicyclohexylphosphino-2′,4′,6′-triisopropylbiphenyl), tris(dibenzylideneacetone)(chloroform)dipalladium, C(C1CCCO1)O (tetrahydrofurfurylalcohol). Solvent: O1CCOCC1 (1,4-dioxane). Conditions: temperature 100 celsius, time 1 hour. Yields the product FC1=CC=C(C=C1)[C@H](C)NC1=NC(=CC(=N1)NC1=NC=CN=C1)OCC1OCCC1 (N2-[(S)-1-(4-Fluorophenyl)ethyl]-N4-(pyrazin-2-yl)-6-[(tetrahydrofuran-2-yl)methoxy]pyrimidine-2,4-diamine). Reaction SMILES: Cl[C:2]1[N:7]=[C:6]([NH:8][C@H:9]([C:11]2[CH:16]=[CH:15][C:14]([F:17])=[CH:13][CH:12]=2)[CH3:10])[N:5]=[C:4]([NH:18][C:19]2[CH:24]=[N:23][CH:22]=[CH:21][N:20]=2)[CH:3]=1.P([O-])([O-])([O-])=O.[K+].[K+].[K+].C1(P(C2CCCCC2)C2C=CC=CC=2C2C(C(C)C)=CC(C(C)C)=CC=2C(C)C)CCCCC1.[CH2:67]([OH:73])[CH:68]1[O:72][CH2:71][CH2:70][CH2:69]1>O1CCOCC1>[F:17][C:14]1[CH:15]=[CH:16][C:11]([C@@H:9]([NH:8][C:6]2[N:5]=[C:4]([NH:18][C:19]3[CH:24]=[N:23][CH:22]=[CH:21][N:20]=3)[CH:3]=[C:2]([O:73][CH2:67][CH:68]3[CH2:69][CH2:70][CH2:71][O:72]3)[N:7]=2)[CH3:10])=[CH:12][CH:13]=1 |f:1.2.3.4|. Procedure details: To 200 mg of (S)-6-chloro-N2-[1-(4-fluorophenyl)ethyl]-N4-(pyrazin-2-yl)pyrimidine-2,4-diamine, 246 mg of tripotassium phosphate, 111 mg of 2-dicyclohexylphosphino-2′,4′,6′-triisopropylbiphenyl and 60 mg of tris(dibenzylideneacetone)(chloroform)dipalladium, 4 ml of tetrahydrofurfurylalcohol and 2 ml of 1,4-dioxane were added, and the mixture was subjected to degassing, and substituted by argon gas, and then was stirred at 100° C. for 1 hour. The reaction solution was diluted with ethyl acetate a...